This data is from the Open Reaction Database (ORD), a public repository of structured organic reaction records. The task is: describe an organic reaction: reactants, conditions, products, and yield The reactants are CCOC(C)=O, CCN=C=NCCCN(C)C, CN(C)c1ccccn1, CCCCCC, ClCCl, Cl, O=[N+]([O-])c1ccc(O)cc1, COc1cc(N)c(C=C(C)C(=O)O)cc1OC. Yields the product COc1cc(N)c(C=C(C)C(=O)Oc2ccc([N+](=O)[O-])cc2)cc1OC. As a reaction SMILES: [C:49]([O:50][CH2:51][CH3:52])(=[O:53])[CH3:54].[CH2:38]([N:39]=[C:40]=[N:41][CH2:42][CH2:43][CH2:44][N:45]([CH3:46])[CH3:47])[CH3:48].[CH3:28][N:29]([c:30]1[cH:31][cH:32][cH:33][cH:34][n:35]1)[CH3:36].[CH3:55][CH2:56][CH2:57][CH2:58][CH2:59][CH3:60].[Cl:61][CH2:62][Cl:63].[ClH:37].[N+:18](=[O:19])([O-:20])[c:21]1[cH:22][cH:23][c:24]([OH:27])[cH:25][cH:26]1.[NH2:1][c:2]1[c:3]([CH:12]=[C:13]([C:14](=[O:15])[OH:16])[CH3:17])[cH:4][c:5]([O:10][CH3:11])[c:6]([O:8][CH3:9])[cH:7]1>>[NH2:1][c:2]1[c:3]([CH:12]=[C:13]([C:14]([O:15][c:24]2[cH:23][cH:22][c:21]([N+:18](=[O:19])[O-:20])[cH:26][cH:25]2)=[O:16])[CH3:17])[cH:4][c:5]([O:10][CH3:11])[c:6]([O:8][CH3:9])[cH:7]1. Starting materials: FC(C(=O)O)(F)F.ClC1=C(C=CC=C1)N1N=C(CC1C1=CC=CC(=N1)C=1CCNCC1)C(C(F)(F)F)(F)F (1-(2-chloro-phenyl)-5-[2-(1,2,3,6-tetrahydropyridin-4-yl)-pyridin-6-yl]-3-pentafluoroethyl-4,5-dihydro-1H-pyrazole trifluoroacetate), CN(S(=O)(=O)Cl)C (dimethylsulfamoyl chloride). Product: ClC1=C(C=CC=C1)N1N=C(CC1C1=CC=CC(=N1)C=1CCN(CC1)S(N(C)C)(=O)=O)C(C(F)(F)F)(F)F (1-(2-chloro-phenyl)-5-[2-(1-dimethylsulfamoyl-1,2,3,6-tetrahydropyridin-4-yl)-pyridin-6-yl]-3-pentafluoroethyl-4,5-dihydro-1H-pyrazole). Reaction SMILES: FC(F)(F)C(O)=O.[Cl:8][C:9]1[CH:14]=[CH:13][CH:12]=[CH:11][C:10]=1[N:15]1[CH:19]([C:20]2[N:25]=[C:24]([C:26]3[CH2:27][CH2:28][NH:29][CH2:30][CH:31]=3)[CH:23]=[CH:22][CH:21]=2)[CH2:18][C:17]([C:32]([F:38])([F:37])[C:33]([F:36])([F:35])[F:34])=[N:16]1.[CH3:39][N:40]([CH3:45])[S:41](Cl)(=[O:43])=[O:42]>>[Cl:8][C:9]1[CH:14]=[CH:13][CH:12]=[CH:11][C:10]=1[N:15]1[CH:19]([C:20]2[N:25]=[C:24]([C:26]3[CH2:27][CH2:28][N:29]([S:41](=[O:43])(=[O:42])[N:40]([CH3:45])[CH3:39])[CH2:30][CH:31]=3)[CH:23]=[CH:22][CH:21]=2)[CH2:18][C:17]([C:32]([F:38])([F:37])[C:33]([F:34])([F:36])[F:35])=[N:16]1 |f:0.1|. Procedure details: The titled compound was prepared in accordance with the same procedures as in Step 2 of Example 158, except for using 1-(2-chloro-phenyl)-5-[2-(1,2,3,6-tetrahydropyridin-4-yl)-pyridin-6-yl]-3-pentafluoroethyl-4,5-dihydro-1H-pyrazole trifluoroacetate prepared in Step 1 of Example 158; and using dimethylsulfamoyl chloride instead of methanesulfonyl chloride. The reactants are C1CCNC1, CC#N, CN1CCc2c(F)c(F)c(N)c3c(=O)c(C(=O)O)cn1c23. The product is CN1CCc2c(N3CCCC3)c(F)c(N)c3c(=O)c(C(=O)O)cn1c23. Reaction SMILES: [CH2:22]1[CH2:23][CH2:24][NH:25][CH2:26]1.[CH3:27][C:28]#[N:29].[NH2:1][c:2]1[c:3]([F:21])[c:4]([F:20])[c:5]2[c:10]3[n:9]([cH:14][c:13]([C:15](=[O:16])[OH:17])[c:12](=[O:18])[c:11]13)[N:8]([CH3:19])[CH2:7][CH2:6]2>>[NH2:1][c:2]1[c:3]([F:21])[c:4]([N:25]2[CH2:24][CH2:23][CH2:22][CH2:26]2)[c:5]2[c:10]3[n:9]([cH:14][c:13]([C:15](=[O:16])[OH:17])[c:12](=[O:18])[c:11]13)[N:8]([CH3:19])[CH2:7][CH2:6]2. The reactants are O=C1c2cc(Br)ccc2CC12CCC(C(F)(F)F)CC2, C1CCOC1, CC(C)(C)S(N)=O, CC[O-], CC[O-], CC[O-], CC[O-], [Ti+4]. Product: CC(C)(C)S(=O)N=C1c2cc(Br)ccc2CC12CCC(C(F)(F)F)CC2. As a reaction SMILES: [Br:8][c:9]1[cH:10][cH:11][c:12]2[c:25]([cH:26]1)[C:24](=[O:27])[C:14]1([CH2:13]2)[CH2:15][CH2:16][CH:17]([C:20]([F:21])([F:22])[F:23])[CH2:18][CH2:19]1.[CH2:28]1[O:29][CH2:30][CH2:31][CH2:32]1.[CH3:1][C:2]([CH3:3])([CH3:4])[S:5](=[O:6])[NH2:7].[CH3:33][CH2:34][O-:35].[CH3:37][CH2:38][O-:39].[CH3:40][CH2:41][O-:42].[CH3:43][CH2:44][O-:45].[Ti+4:36]>>[CH3:1][C:2]([CH3:3])([CH3:4])[S:5](=[O:6])[N:7]=[C:24]1[C:14]2([CH2:13][c:12]3[cH:11][cH:10][c:9]([Br:8])[cH:26][c:25]31)[CH2:15][CH2:16][CH:17]([C:20]([F:21])([F:22])[F:23])[CH2:18][CH2:19]2.